This data is from the Open Reaction Database (ORD), a public repository of structured organic reaction records. The task is: describe an organic reaction: reactants, conditions, products, and yield The reactants are CC1(C)C2CCC1(CS(=O)(=O)O)C(=O)C2, CC(C)O, CNC(=O)c1cccc(C)c1Nc1nc(Cl)ncc1Cl, COCCN1C(=O)CCCc2ccc(N)cc21. Product: CNC(=O)c1cccc(C)c1Nc1nc(Nc2ccc3c(c2)N(CCOC)C(=O)CCC3)ncc1Cl. Reaction SMILES: [C:38]12([CH2:39][S:40]([OH:41])(=[O:42])=[O:43])[C:44]([CH3:45])([CH3:46])[CH:47]([CH2:48][CH2:49]1)[CH2:50][C:51]2=[O:52].[CH:53]([OH:54])([CH3:55])[CH3:56].[Cl:18][c:19]1[n:20][cH:21][c:22]([Cl:37])[c:23]([NH:25][c:26]2[c:27]([C:28](=[O:29])[NH:30][CH3:31])[cH:32][cH:33][cH:34][c:35]2[CH3:36])[n:24]1.[NH2:1][c:2]1[cH:3][c:4]2[c:5]([cH:16][cH:17]1)[CH2:6][CH2:7][CH2:8][C:9](=[O:15])[N:10]2[CH2:11][CH2:12][O:13][CH3:14]>>[NH:1]([c:2]1[cH:3][c:4]2[c:5]([cH:16][cH:17]1)[CH2:6][CH2:7][CH2:8][C:9](=[O:15])[N:10]2[CH2:11][CH2:12][O:13][CH3:14])[c:19]1[n:20][cH:21][c:22]([Cl:37])[c:23]([NH:25][c:26]2[c:27]([C:28](=[O:29])[NH:30][CH3:31])[cH:32][cH:33][cH:34][c:35]2[CH3:36])[n:24]1.